Dataset: the Open Reaction Database (ORD), a public repository of structured organic reaction records. Task: describe an organic reaction: reactants, conditions, products, and yield The product is CC(=O)OCc1c(-c2cc(Nc3ccc(C(=O)N4CCC(C)(O)CC4)cn3)c(=O)n(C)n2)cccc1-n1ncc2cc(C(C)(C)C)cc(F)c2c1=O. Starting materials: CC(=O)OCc1c(B2OC(C)(C)C(C)(C)O2)cccc1-n1ncc2cc(C(C)(C)C)cc(F)c2c1=O, O=C([O-])[O-], Cn1nc(Cl)cc(Nc2ccc(C(=O)N3CCC(C)(O)CC3)cn2)c1=O, ClCCl, [Cs+], [Cs+], [Na+], [Na+], O=S(=O)([O-])[O-], C1COCCO1, O. RXN SMILES: [C:27]([CH3:28])(=[O:29])[O:30][CH2:31][c:32]1[c:33](-[n:47]2[c:48](=[O:62])[c:49]3[c:50]([F:61])[cH:51][c:52]([C:57]([CH3:58])([CH3:59])[CH3:60])[cH:53][c:54]3[cH:55][n:56]2)[cH:34][cH:35][cH:36][c:37]1[B:38]1[O:39][C:40]([CH3:41])([CH3:42])[C:43]([CH3:44])([CH3:45])[O:46]1.[C:63](=[O:64])([O-:65])[O-:66].[Cl:1][c:2]1[cH:3][c:4]([NH:10][c:11]2[n:12][cH:13][c:14]([C:17](=[O:18])[N:19]3[CH2:20][CH2:21][C:22]([CH3:25])([OH:26])[CH2:23][CH2:24]3)[cH:15][cH:16]2)[c:5](=[O:9])[n:6]([CH3:8])[n:7]1.[Cl:83][CH2:84][Cl:85].[Cs+:67].[Cs+:68].[Na+:69].[Na+:70].[O-:71][S:72]([O-:73])(=[O:74])=[O:75].[O:76]1[CH2:77][CH2:78][O:79][CH2:80][CH2:81]1.[OH2:82]>>[c:2]1(-[c:37]2[c:32]([CH2:31][O:30][C:27]([CH3:28])=[O:29])[c:33](-[n:47]3[c:48](=[O:62])[c:49]4[c:50]([F:61])[cH:51][c:52]([C:57]([CH3:58])([CH3:59])[CH3:60])[cH:53][c:54]4[cH:55][n:56]3)[cH:34][cH:35][cH:36]2)[cH:3][c:4]([NH:10][c:11]2[n:12][cH:13][c:14]([C:17](=[O:18])[N:19]3[CH2:20][CH2:21][C:22]([CH3:25])([OH:26])[CH2:23][CH2:24]3)[cH:15][cH:16]2)[c:5](=[O:9])[n:6]([CH3:8])[n:7]1.